This data is from the Open Reaction Database (ORD), a public repository of structured organic reaction records. The task is: describe an organic reaction: reactants, conditions, products, and yield Starting materials: N#Cc1cc(F)ccc1Br, CC(C)(C)P(C(C)(C)C)C(C)(C)C, C1CCOC1, ClCCl, [F-], CC(=O)c1ccc(F)c(B2OC(C)(C)C(C)(C)O2)c1, [K+], O. Yields the product CC(=O)c1ccc(F)c(-c2ccc(F)cc2C#N)c1. As a reaction SMILES: [Br:20][c:21]1[c:22]([C:23]#[N:24])[cH:25][c:26]([F:29])[cH:27][cH:28]1.[C:32]([P:33]([C:34]([CH3:35])([CH3:36])[CH3:37])[C:38]([CH3:39])([CH3:40])[CH3:41])([CH3:42])([CH3:43])[CH3:44].[CH2:45]1[O:46][CH2:47][CH2:48][CH2:49]1.[Cl:51][CH2:52][Cl:53].[F-:30].[F:1][c:2]1[c:3]([B:11]2[O:12][C:13]([CH3:14])([CH3:15])[C:16]([CH3:17])([CH3:18])[O:19]2)[cH:4][c:5]([C:8]([CH3:9])=[O:10])[cH:6][cH:7]1.[K+:31].[OH2:50]>>[F:1][c:2]1[c:3](-[c:21]2[c:22]([C:23]#[N:24])[cH:25][c:26]([F:29])[cH:27][cH:28]2)[cH:4][c:5]([C:8]([CH3:9])=[O:10])[cH:6][cH:7]1. Reactants: Cc1cc(N2CCOCC2)nc(C)c1N, CC#N, O=C(Cl)CC1CCCC1. Yields the product Cc1cc(N2CCOCC2)nc(C)c1NC(=O)CC1CCCC1. Reaction SMILES: [CH3:1][c:2]1[n:3][c:4]([N:10]2[CH2:11][CH2:12][O:13][CH2:14][CH2:15]2)[cH:5][c:6]([CH3:9])[c:7]1[NH2:8].[CH3:25][C:26]#[N:27].[CH:16]1([CH2:21][C:22](=[O:23])[Cl:24])[CH2:17][CH2:18][CH2:19][CH2:20]1>>[CH3:1][c:2]1[n:3][c:4]([N:10]2[CH2:11][CH2:12][O:13][CH2:14][CH2:15]2)[cH:5][c:6]([CH3:9])[c:7]1[NH:8][C:22]([CH2:21][CH:16]1[CH2:17][CH2:18][CH2:19][CH2:20]1)=[O:23]. Reactants: CN(C)C=O, [H-], [Na+], OCc1ccccc1, CS(=O)(=O)c1cc(-c2ccccn2)nc(-c2cccc(-c3ccccc3)n2)c1. Yields the product c1ccc(COc2cc(-c3ccccn3)nc(-c3cccc(-c4ccccc4)n3)c2)cc1. RXN SMILES: [CH3:39][N:40]([CH3:41])[CH:42]=[O:43].[H-:1].[Na+:2].[OH:31][CH2:32][c:33]1[cH:34][cH:35][cH:36][cH:37][cH:38]1.[c:3]1(-[c:9]2[cH:10][cH:11][cH:12][c:13](-[c:15]3[n:16][c:17](-[c:25]4[n:26][cH:27][cH:28][cH:29][cH:30]4)[cH:18][c:19]([S:21]([CH3:22])(=[O:23])=[O:24])[cH:20]3)[n:14]2)[cH:4][cH:5][cH:6][cH:7][cH:8]1>>[c:3]1(-[c:9]2[cH:10][cH:11][cH:12][c:13](-[c:15]3[n:16][c:17](-[c:25]4[n:26][cH:27][cH:28][cH:29][cH:30]4)[cH:18][c:19]([O:31][CH2:32][c:33]4[cH:34][cH:35][cH:36][cH:37][cH:38]4)[cH:20]3)[n:14]2)[cH:4][cH:5][cH:6][cH:7][cH:8]1. Starting materials: CO, CCc1cc(N)c(C(=O)OC)c(CC)n1, [Na+], [OH-]. The product is CCc1cc(N)c(C(=O)O)c(CC)n1. Reaction SMILES: [CH3:18][OH:19].[NH2:1][c:2]1[c:3]([C:12](=[O:13])[O:14][CH3:15])[c:4]([CH2:10][CH3:11])[n:5][c:6]([CH2:8][CH3:9])[cH:7]1.[Na+:17].[OH-:16]>>[NH2:1][c:2]1[c:3]([C:12](=[O:13])[OH:14])[c:4]([CH2:10][CH3:11])[n:5][c:6]([CH2:8][CH3:9])[cH:7]1. Reactants: [I-], [K+], O=N[O-], Nc1cc(F)c(F)cc1C(=O)O, [Na+], O, O=S(=O)(O)O. Product: O=C(O)c1cc(F)c(F)cc1I. Reaction SMILES: [I-:18].[K+:17].[N:13]([O-:14])=[O:15].[NH2:1][c:2]1[c:3]([C:4](=[O:5])[OH:6])[cH:7][c:8]([F:12])[c:9]([F:11])[cH:10]1.[Na+:16].[OH2:19].[S:20](=[O:21])(=[O:22])([OH:23])[OH:24]>>[c:2]1([I:18])[c:3]([C:4](=[O:5])[OH:6])[cH:7][c:8]([F:12])[c:9]([F:11])[cH:10]1. Reactants: B(Br)(Br)Br.CSC (Boron tribromide dimethyl sulfide), C(C)(=O)CNC1CN(CC1)C1=CC=C(C=C1)NC(=O)C1(CC1)C1=CC=C(C=C1)OC (1-(4-methoxyphenyl)cyclopropanecarboxylic acid {4-[3-(acetylmethylamino)pyrrolidin-1-yl]phenyl}amide), O (water). The solvent is ClCCl (dichloromethane). Product: C(C)(=O)CNC1CN(CC1)C1=CC=C(C=C1)NC(=O)C1(CC1)C1=CC=C(C=C1)O (1-(4-Hydroxyphenyl)cyclopropanecarboxylic acid {4-[3-(acetylmethylamino)pyrrolidin-1-yl]phenyl}amide). Reaction SMILES: B(Br)(Br)Br.CSC.[C:8]([CH2:11][NH:12][CH:13]1[CH2:17][CH2:16][N:15]([C:18]2[CH:23]=[CH:22][C:21]([NH:24][C:25]([C:27]3([C:30]4[CH:35]=[CH:34][C:33]([O:36]C)=[CH:32][CH:31]=4)[CH2:29][CH2:28]3)=[O:26])=[CH:20][CH:19]=2)[CH2:14]1)(=[O:10])[CH3:9].O>ClCCl>[C:8]([CH2:11][NH:12][CH:13]1[CH2:17][CH2:16][N:15]([C:18]2[CH:19]=[CH:20][C:21]([NH:24][C:25]([C:27]3([C:30]4[CH:35]=[CH:34][C:33]([OH:36])=[CH:32][CH:31]=4)[CH2:28][CH2:29]3)=[O:26])=[CH:22][CH:23]=2)[CH2:14]1)(=[O:10])[CH3:9] |f:0.1|. Procedure details: Boron tribromide-dimethyl sulfide (460 mg) was added to a solution of 1-(4-methoxyphenyl)cyclopropanecarboxylic acid {4-[3-(acetylmethylamino)pyrrolidin-1-yl]phenyl}amide (540 mg) in dichloromethane (5.5 ml) at 0° C. After a reaction time of 12 hours at room temperature, water was added to the mixture, the phases were separated, and the aqueous phase was extracted with dichloromethane. The combined organic phases were dried over sodium sulfate, concentrated and purified by chromatography (silica... The reactants are C(=O)([O-])[O-].[K+].[K+] (K2CO3), N#N (N2), Cl.FC1(CNCC1)F (3,3-difluoropyrrolidine hydrochloride), ClCCOCCO (2-(2-chloroethoxy)ethanol). Solvent: C1(=CC=CC=C1)C (toluene). Yields the product FC1(CN(CC1)CCOCCO)F (2-(2-(3,3-Difluoropyrrolidin-1-yl)ethoxy)ethanol). Reaction SMILES: N#N.Cl.[F:4][C:5]1([F:10])[CH2:9][CH2:8][NH:7][CH2:6]1.Cl[CH2:12][CH2:13][O:14][CH2:15][CH2:16][OH:17].C([O-])([O-])=O.[K+].[K+]>C1(C)C=CC=CC=1>[F:4][C:5]1([F:10])[CH2:9][CH2:8][N:7]([CH2:12][CH2:13][O:14][CH2:15][CH2:16][OH:17])[CH2:6]1 |f:1.2,4.5.6|. Procedure: In a flame dried round-bottomed flask equipped with a magnetic stir bar and under inert atmosphere (N2), to a solution of 3,3-difluoropyrrolidine hydrochloride (258 mg, 1.74 mmol) and 2-(2-chloroethoxy)ethanol (3.77 mL, 34.83 mmol) in dry toluene (10 mL) were added K2CO3 (1.32 g, 9.58 mmol) and KI (29 mg, 0.17 mmol). The reaction mixture was stirred at reflux for 2 d. The mixture was cooled down to rt, filtered and concentrated under reduced pressure. The crude residue was purified by FC(CH2Cl2/... The reactants are NC1=C(C=CC=C1[N+](=O)[O-])O (2-amino-3-nitrophenol), BrCC(=O)OCC (ethyl bromoacetate), C([O-])([O-])=O.[K+].[K+] (potassium carbonate), CN(C)C=O (DMF). Solvent: O (water). Conditions: time 20 hour. The product is [N+](=O)([O-])C1=CC=CC2=C1NC(CO2)=O (5-Nitro-4H-benzo[1,4]oxazin-3-one). As a reaction SMILES: [NH2:1][C:2]1[C:7]([N+:8]([O-:10])=[O:9])=[CH:6][CH:5]=[CH:4][C:3]=1[OH:11].Br[CH2:13][C:14](OCC)=[O:15].C(=O)([O-])[O-].[K+].[K+].CN(C=O)C>O>[N+:8]([C:7]1[C:2]2[NH:1][C:14](=[O:15])[CH2:13][O:11][C:3]=2[CH:4]=[CH:5][CH:6]=1)([O-:10])=[O:9] |f:2.3.4|. Procedure details: A mixture of 2-amino-3-nitrophenol (1.54 g, 10 mmol), ethyl bromoacetate (1.67 g, 10 mmol), potassium carbonate (1.54 g, 11 mmol) and DMF (5.0 mL) was stirred at room temperature for 20 h. Reaction mixture was diluted with water (100 mL) and extracted with ethyl acetate (100 mL×3). Combined ethyl acetate layers were washed with water (50 mL×2), dried (brine, sodium sulphate), concentrated and dried on high vacuum to give 5-Nitro-4H-benzo[1,4]oxazin-3-one, K-64 (1.6 g). Reactants: C[Si](Cl)(C)C.O (trimethylchlorosilane water), C([O-])([O-])=O.[K+].[K+] (potassium carbonate), hydrochlorides, CN(C)CC1C(C2=CC=CC=C2CC1)(O)CC1=C(C=CC=C1)OC ((1RS,2RS)-2-dimethylaminomethyl-1-(2-methoxy-benzyl)-1,2,3,4-tetrahydronaphth-1-ol), COC1=C(CCl)C=CC=C1 (2-methoxybenzyl chloride), CN(C)CC1C(C2=CC=CC=C2CC1)=O (2-dimethylaminomethyl-3,4-dihydronaphthalen-1-one). The solvent is O (water), CC(CC)=O (2-butanone), C(=O)O (formic acid). Conditions: temperature 20 celsius, time 3 hour. Product: Cl.COC1=C(\C=C\2/C(CCC3=CC=CC=C23)CN(C)C)C=CC=C1 (E-(2RS)-[1-(2-Methoxybenzylidene)-1,2,3,4-tetrahydro-naphth-2-ylmethyl]-dimethylamine hydrochloride). As a reaction SMILES: [CH3:1][N:2]([CH2:4][CH:5]1[CH2:14][CH2:13][C:12]2[C:7](=[CH:8][CH:9]=[CH:10][CH:11]=2)[C:6]1([CH2:16][C:17]1[CH:22]=[CH:21][CH:20]=[CH:19][C:18]=1[O:23][CH3:24])O)[CH3:3].COC1C=CC=CC=1C[Cl:30].CN(CC1CCC2C(=CC=CC=2)C1=O)C.C(=O)([O-])[O-].[K+].[K+].C[Si](C)(C)Cl.O>C(O)=O.O.CC(=O)CC>[ClH:30].[CH3:24][O:23][C:18]1[CH:19]=[CH:20][CH:21]=[CH:22][C:17]=1/[CH:16]=[C:6]1\[CH:5]([CH2:4][N:2]([CH3:3])[CH3:1])[CH2:14][CH2:13][C:12]2[C:7]\1=[CH:8][CH:9]=[CH:10][CH:11]=2 |f:3.4.5,6.7,11.12|. Procedure details: A solution of 7.06 g (1RS,2RS)-2-dimethylaminomethyl-1-(2-methoxy-benzyl)-1,2,3,4-tetrahydronaphth-1-ol (prepared analogously to example 1, stage 1 from 2-methoxybenzyl chloride and 2-dimethylaminomethyl-3,4-dihydronaphthalen-1-one) in 45 ml formic acid was stirred at 20° C. for 3 hours. It was diluted with 100 ml water and rendered alkaline by addition of potassium carbonate in portions up to pH 9. The mixture was extracted three times with 50 ml methylene chloride each time. The extracts were ...